From a dataset of the Open Reaction Database (ORD), a public repository of structured organic reaction records. describe an organic reaction: reactants, conditions, products, and yield Starting materials: [OH-].[Na+] (sodium hydroxide), C(C)(=O)OC[C@@H](C)N1C(N(C(=C(C1=O)C1=CC=NN1C1=CC=C(C=C1)C#N)C)C1=CC(=CC=C1)C(F)(F)F)=O ((R)-2-(5-(1-(4-cyanophenyl)-1H-pyrazol-5-yl)-4-methyl-2,6-dioxo-3-(3-(trifluoromethyl)phenyl)-2,3-dihydropyrimidin-1(6H)-yl)propyl acetate), C(C)(=O)OCC (ethyl acetate). The solvent is C(C)O (ethanol). Run at time 1 hour. The product is OC[C@@H](C)N1C(N(C(=C(C1=O)C1=CC=NN1C1=CC=C(C#N)C=C1)C)C1=CC(=CC=C1)C(F)(F)F)=O ((R)-4-(5-(3-(1-hydroxypropan-2-yl)-6-methyl-2,4-dioxo-1-(3-(trifluoromethyl)phenyl)-1,2,3,4-tetrahydropyrimidin-5-yl)-1H-pyrazol-1-yl)benzonitrile). The yield is 83.7%. Reaction SMILES: C([O:4][CH2:5][C@H:6]([N:8]1[C:13](=[O:14])[C:12]([C:15]2[N:19]([C:20]3[CH:25]=[CH:24][C:23]([C:26]#[N:27])=[CH:22][CH:21]=3)[N:18]=[CH:17][CH:16]=2)=[C:11]([CH3:28])[N:10]([C:29]2[CH:34]=[CH:33][CH:32]=[C:31]([C:35]([F:38])([F:37])[F:36])[CH:30]=2)[C:9]1=[O:39])[CH3:7])(=O)C.[OH-].[Na+].C(OCC)(=O)C>C(O)C>[OH:4][CH2:5][C@H:6]([N:8]1[C:13](=[O:14])[C:12]([C:15]2[N:19]([C:20]3[CH:21]=[CH:22][C:23]([C:26]#[N:27])=[CH:24][CH:25]=3)[N:18]=[CH:17][CH:16]=2)=[C:11]([CH3:28])[N:10]([C:29]2[CH:34]=[CH:33][CH:32]=[C:31]([C:35]([F:37])([F:38])[F:36])[CH:30]=2)[C:9]1=[O:39])[CH3:7] |f:1.2|. Procedure: To a solution of (R)-2-(5-(1-(4-cyanophenyl)-1H-pyrazol-5-yl)-4-methyl-2,6-dioxo-3-(3-(trifluoromethyl)phenyl)-2,3-dihydropyrimidin-1(6H)-yl)propyl acetate (prepared in example 47) (31.9 mg) in ethanol (1.0 ml) was added under ice-cooling 1M aqueous sodium hydroxide solution (65.2 μl) and the resulting mixture was stirred for one hour under ice-cooling. To the reaction mixture was added ethyl acetate (100 ml) and the mixture was washed with 1M hydrochloric acid (30 ml) and saturated saline (30 m... Starting materials: OCC1(CSCC12OCCO2)C (9-hydroxymethyl-9-methyl-1,4-dioxa-7-thiaspiro[4.4]nonane), C1CCOC1 (THF), O (H2O). The solvent is C(C)(=O)O (acetic acid). Yields the product OCC1(C(CSC1)=O)C (4-Hydroxymethyl-4-methyltetrahydro-3-thiophenone). The yield is 108.3%. As a reaction SMILES: [OH:1][CH2:2][C:3]1([CH3:12])[C:7]2(OCC[O:8]2)[CH2:6][S:5][CH2:4]1.C1COCC1.O>C(O)(=O)C>[OH:1][CH2:2][C:3]1([CH3:12])[CH2:4][S:5][CH2:6][C:7]1=[O:8]. Reported procedure: A solution of 0.23 g (1.2 mmol) of product from Step C, 4.8 ml THF, 4.8 ml H2O, and 7.2 ml acetic acid was heated at 70° C. for 96 hours. The cooled mixture was concentrated and the residue was dissolved in ethyl acetate (75 ml), washed with saturated sodium bicarbonate solution (15 ml), and brine, dried, filtered, and concentrated to give 0.19 g of an oil. The oil was flash chromatographed on silica gel eluting with chloroform to give 0.09 g (50%) of product as an oil; NMR (deuteriochloroform):... The reactants are Cl (hydrochloric acid), CS(=O)(=O)NCCCCNC(OC(C)(C)C)=O (tert-butyl [4-(methanesulfonylamino)butyl]carbamate). Run in C(C)O (ethanol), C(C)O (ethanol). Reaction conditions: temperature 100 celsius. The product is Cl.NCCCCNS(=O)(=O)C (N-(4-aminobutyl)methanesulfonamide hydrochloride). RXN SMILES: [ClH:1].[CH3:2][S:3]([NH:6][CH2:7][CH2:8][CH2:9][CH2:10][NH:11]C(=O)OC(C)(C)C)(=[O:5])=[O:4]>C(O)C>[ClH:1].[NH2:11][CH2:10][CH2:9][CH2:8][CH2:7][NH:6][S:3]([CH3:2])(=[O:5])=[O:4] |f:3.4|. Reported procedure: A solution of hydrochloric acid in ethanol was added to a solution of tert-butyl [4-(methanesulfonylamino)butyl]carbamate (18.9 g, 71.1 mmol) in ethanol (100 mL), and the reaction was heated at 100° C. for two hours. The solvent was removed under reduced pressure. A mixture of dichloromethane:hexanes was added to the resulting oil and removed under reduced pressure; this process was repeated several times. The residue was dried for three days under vacuum to provide 14.3 g of N-(4-aminobutyl)met... Starting materials: solution, Cl (hydrogen chloride), COC=1C=C(C=C(C1)OC)CCC1=C(OCC[C@H]2N(CCC2)C)C=CC=C1 ((S)-2-(2-{2-[2-(3,5-dimethoxyphenyl)ethyl]phenoxy}ethyl)-1-methylpyrrolidine). Run in O1CCOCC1 (dioxane), O1CCOCC1 (dioxane). Product: Cl.COC=1C=C(C=C(C1)OC)CCC1=C(OCC[C@H]2N(CCC2)C)C=CC=C1 ((S)-2-(2-{2-[2-(3,5-Dimethoxyphenyl)ethyl]phenoxy}ethyl)-1-methylpyrrolidine hydrochloride). The yield is 60.0%. RXN SMILES: [CH3:1][O:2][C:3]1[CH:4]=[C:5]([CH2:11][CH2:12][C:13]2[CH:27]=[CH:26][CH:25]=[CH:24][C:14]=2[O:15][CH2:16][CH2:17][C@@H:18]2[CH2:22][CH2:21][CH2:20][N:19]2[CH3:23])[CH:6]=[C:7]([O:9][CH3:10])[CH:8]=1.[ClH:28]>O1CCOCC1>[ClH:28].[CH3:1][O:2][C:3]1[CH:4]=[C:5]([CH2:11][CH2:12][C:13]2[CH:27]=[CH:26][CH:25]=[CH:24][C:14]=2[O:15][CH2:16][CH2:17][C@@H:18]2[CH2:22][CH2:21][CH2:20][N:19]2[CH3:23])[CH:6]=[C:7]([O:9][CH3:10])[CH:8]=1 |f:3.4|. Procedure: 0.545 g of (S)-2-(2-{2-[2-(3,5-dimethoxyphenyl)ethyl]phenoxy}ethyl)-1-methylpyrrolidine [prepared as described in step (b) above] was dissolved in 8 ml of dioxane, and 1.11 ml of a 4N solution of hydrogen chloride in dioxane was added to the solution, which was then concentrated by distillation under reduced pressure. The resulting oil was dissolved in 10 ml of ethyl acetate, and the solution was allowed to stand at room temperature. The crystals which precipitated were collected by filtration a... Run at temperature 100 celsius, time 30 minute. Reported procedure: To a stirred mixture of 5-iodo-1-(1-(3-methoxy-4-((6-(trifluoromethyl)pyridin-3-yl)methoxy)phenyl)ethyl)-1H-benzo[d]imidazole (0.210 g, 0.38 mmol), 3-butyn-1-ol (0.041 g, 0.57 mmol), copper(I) iodide (0.019 g, 0.10 mmol) in piperidine (4 mL) was added bis(triphenylphosphine)palladium(II) chloride (0.037 g, 0.053 mmol). The mixture heated to 100° C. in a microwave reactor. After 30 min, the reaction mixture was allowed to cool to room temperature and was diluted with 5N ammonium hydroxide solutio... The product is COC=1C=C(C=CC1OCC=1C=NC(=CC1)C(F)(F)F)C(C)N1C=NC2=C1C=CC(=C2)C#CCCO (4-(1-(1-(3-methoxy-4-((6-(trifluoromethyl)pyridin-3-yl)methoxy)phenyl)ethyl)-1H-benzo[d]imidazol-5-yl)but-3-yn-1-ol). Reactants: IC1=CC2=C(N(C=N2)C(C)C2=CC(=C(C=C2)OCC=2C=NC(=CC2)C(F)(F)F)OC)C=C1 (5-iodo-1-(1-(3-methoxy-4-((6-(trifluoromethyl)pyridin-3-yl)methoxy)phenyl)ethyl)-1H-benzo[d]imidazole), C(CC#C)O (3-butyn-1-ol). Yield: 205.0%. RXN SMILES: I[C:2]1[CH:32]=[CH:31][C:5]2[N:6]([CH:9]([C:11]3[CH:16]=[CH:15][C:14]([O:17][CH2:18][C:19]4[CH:20]=[N:21][C:22]([C:25]([F:28])([F:27])[F:26])=[CH:23][CH:24]=4)=[C:13]([O:29][CH3:30])[CH:12]=3)[CH3:10])[CH:7]=[N:8][C:4]=2[CH:3]=1.[CH2:33]([OH:37])[CH2:34][C:35]#[CH:36]>N1CCCCC1.[OH-].[NH4+].[Cu]I.Cl[Pd](Cl)([P](C1C=CC=CC=1)(C1C=CC=CC=1)C1C=CC=CC=1)[P](C1C=CC=CC=1)(C1C=CC=CC=1)C1C=CC=CC=1>[CH3:30][O:29][C:13]1[CH:12]=[C:11]([CH:9]([N:6]2[C:5]3[CH:31]=[CH:32][C:2]([C:36]#[C:35][CH2:34][CH2:33][OH:37])=[CH:3][C:4]=3[N:8]=[CH:7]2)[CH3:10])[CH:16]=[CH:15][C:14]=1[O:17][CH2:18][C:19]1[CH:20]=[N:21][C:22]([C:25]([F:27])([F:26])[F:28])=[CH:23][CH:24]=1 |f:3.4,^1:50,69|. The reagents and catalysts are [Cu]I (copper(I) iodide), Cl[Pd]([P](C1=CC=CC=C1)(C2=CC=CC=C2)C3=CC=CC=C3)([P](C4=CC=CC=C4)(C5=CC=CC=C5)C6=CC=CC=C6)Cl (bis(triphenylphosphine)palladium(II) chloride). Run in [OH-].[NH4+] (ammonium hydroxide), N1CCCCC1 (piperidine). Reactants: NC1=CC=C(C=C1)C1=C(NC2=NC=CC=C21)C(=O)N (3-(4-aminophenyl)-1H-pyrrolo[2,3-b]pyridine-2-carboxamide), COC=1C=C(C=C(C1)OC)N=C=O (3,5-dimethoxyphenyl isocyanate). Product: solid, COC=1C=C(C=C(C1)OC)NC(NC1=CC=C(C=C1)C1=C(NC2=NC=CC=C21)C(=O)N)=O (3-{4-[3-(3,5-dimethoxyphenyl)ureido]phenyl}-1H-pyrrolo[2,3-b]pyridine-2-carboxamide). RXN SMILES: [NH2:1][C:2]1[CH:7]=[CH:6][C:5]([C:8]2[C:16]3[C:11](=[N:12][CH:13]=[CH:14][CH:15]=3)[NH:10][C:9]=2[C:17]([NH2:19])=[O:18])=[CH:4][CH:3]=1.[CH3:20][O:21][C:22]1[CH:23]=[C:24]([N:30]=[C:31]=[O:32])[CH:25]=[C:26]([O:28][CH3:29])[CH:27]=1>>[CH3:29][O:28][C:26]1[CH:25]=[C:24]([NH:30][C:31](=[O:32])[NH:1][C:2]2[CH:3]=[CH:4][C:5]([C:8]3[C:16]4[C:11](=[N:12][CH:13]=[CH:14][CH:15]=4)[NH:10][C:9]=3[C:17]([NH2:19])=[O:18])=[CH:6][CH:7]=2)[CH:23]=[C:22]([O:21][CH3:20])[CH:27]=1. Reported procedure: 59.2 mg of solid beige-coloured 3-{4-[3-(3,5-dimethoxyphenyl)ureido]phenyl}-1H-pyrrolo[2,3-b]pyridine-2-carboxamide are prepared as described in Example 7 starting with 3-(4-aminophenyl)-1H-pyrrolo[2,3-b]pyridine-2-carboxamide and 3,5-dimethoxyphenyl isocyanate. The reactants are Cl.Cl.NC1=CC(=C(C(=O)NCC2CCNCC2)C=C1Cl)OC (4-Amino-5-chloro-2-methoxy-N-(piperidin-4-ylmethyl)benzamide dihydrochloride), C([O-])([O-])=O.[K+].[K+] (potassium carbonate), C(C1=CC=CC=C1)OCCCl (2-benzyloxyethyl chloride). Yields the product NC1=CC(=C(C(=O)NCC2CCN(CC2)CCOCC2=CC=CC=C2)C=C1Cl)OC (4-amino-N-((1-(2-benzyloxyethyl)piperidin-4-yl)methyl)-5-chloro-2-methoxybenzamide). Isolated yield 91.0%. As a reaction SMILES: Cl.Cl.[NH2:3][C:4]1[C:19]([Cl:20])=[CH:18][C:7]([C:8]([NH:10][CH2:11][CH:12]2[CH2:17][CH2:16][NH:15][CH2:14][CH2:13]2)=[O:9])=[C:6]([O:21][CH3:22])[CH:5]=1.C(=O)([O-])[O-].[K+].[K+].[CH2:29]([O:36][CH2:37][CH2:38]Cl)[C:30]1[CH:35]=[CH:34][CH:33]=[CH:32][CH:31]=1>>[NH2:3][C:4]1[C:19]([Cl:20])=[CH:18][C:7]([C:8]([NH:10][CH2:11][CH:12]2[CH2:13][CH2:14][N:15]([CH2:38][CH2:37][O:36][CH2:29][C:30]3[CH:35]=[CH:34][CH:33]=[CH:32][CH:31]=3)[CH2:16][CH2:17]2)=[O:9])=[C:6]([O:21][CH3:22])[CH:5]=1 |f:0.1.2,3.4.5|. Procedure details: 4-Amino-5-chloro-2-methoxy-N-(piperidin-4-ylmethyl)benzamide dihydrochloride (6 g) as a starting compound, potassium carbonate (10.1 g) and 2-benzyloxyethyl chloride (3 g) were reacted and treated in the same manner as in Example 199 to give 6.36 g of 4-amino-N-((1-(2-benzyloxyethyl)piperidin-4-yl)methyl)-5-chloro-2-methoxybenzamide, m.p. 123°-125° C. Starting materials: C1CCC2=NCCCN2CC1 (DBU), ClC1=CC=C(C(=O)O)C=C1 (4-chlorobenzoic acid), ClCCCCC=C(F)F (6-chloro-1,1-difluoro-1-hexene). The solvent is C(C)#N (acetonitrile). Run at time 15 minute. Yields the product ClC1=CC=C(C(=O)OCCCCC=C(F)F)C=C1 (6,6-difluoro-5-hexenyl 4-chlorobenzoate). Yield: 83.5%. As a reaction SMILES: [Cl:1][C:2]1[CH:10]=[CH:9][C:5]([C:6]([OH:8])=[O:7])=[CH:4][CH:3]=1.C1CCN2C(=NCCC2)CC1.Cl[CH2:23][CH2:24][CH2:25][CH2:26][CH:27]=[C:28]([F:30])[F:29]>C(#N)C>[Cl:1][C:2]1[CH:10]=[CH:9][C:5]([C:6]([O:8][CH2:23][CH2:24][CH2:25][CH2:26][CH:27]=[C:28]([F:30])[F:29])=[O:7])=[CH:4][CH:3]=1. Procedure: Under a nitrogen atmosphere a solution of 2.7 grams (0.0171 mole) of 4-chlorobenzoic acid in 100 ml of acetonitrile was stirred, and 2.6 grams (0.0171 mole) of DBU was added. Upon completion of addition, the reaction mixture was stirred at ambient temperature for 15 minutes, and then 4.0 grams (0.017 mole) of 6-chloro-1,1-difluoro-1-hexene was added. The reaction mixture was then warmed to and stirred at reflux for 18 hours. The reaction mixture was cooled and was washed into a separatory funnel... RXN SMILES: [C:20]([OH:21])(=[O:22])[CH3:23].[C:33]([O:34][BH-:35]([O:36][C:37](=[O:38])[CH3:39])[O:40][C:41](=[O:42])[CH3:43])(=[O:44])[CH3:45].[CH3:24][N:25]1[CH2:26][CH2:27][CH:28]([NH:31][CH3:32])[CH2:29][CH2:30]1.[Cl:1][c:2]1[n:3][c:4]([N:14]2[CH2:15][CH2:16][O:17][CH2:18][CH2:19]2)[c:5]2[c:6]([n:7]1)[c:8]([CH3:13])[c:9]([CH:11]=[O:12])[s:10]2.[Na+:46].[Na+:51].[O-:47][C:48]([OH:49])=[O:50]>>[Cl:1][c:2]1[n:3][c:4]([N:14]2[CH2:15][CH2:16][O:17][CH2:18][CH2:19]2)[c:5]2[c:6]([n:7]1)[c:8]([CH3:13])[c:9]([CH2:11][N:31]([CH:28]1[CH2:27][CH2:26][N:25]([CH3:24])[CH2:30][CH2:29]1)[CH3:32])[s:10]2. Product: Cc1c(CN(C)C2CCN(C)CC2)sc2c(N3CCOCC3)nc(Cl)nc12. Starting materials: CC(=O)O, CC(=O)O[BH-](OC(C)=O)OC(C)=O, CNC1CCN(C)CC1, Cc1c(C=O)sc2c(N3CCOCC3)nc(Cl)nc12, [Na+], [Na+], O=C([O-])O. RXN SMILES: [CH3:1][C:2]([NH2:12])([CH3:11])[CH2:3][CH2:4][NH:5][CH2:6][C:7]([F:10])([F:9])[F:8].[C:13](ON1C(=O)CCC1=O)([O:15][CH2:16][C:17]1[CH:22]=[CH:21][CH:20]=[CH:19][CH:18]=1)=[O:14]>C1COCC1>[CH3:11][C:2]([NH:12][C:13](=[O:14])[O:15][CH2:16][C:17]1[CH:22]=[CH:21][CH:20]=[CH:19][CH:18]=1)([CH2:3][CH2:4][NH:5][CH2:6][C:7]([F:8])([F:9])[F:10])[CH3:1]. Yields the product CC(C)(CCNCC(F)(F)F)NC(OCC1=CC=CC=C1)=O (Benzyl 2-methyl-4-(2,2,2-trifluoroethylamino)butan-2-ylcarbamate). Procedure details: Crude 3-methyl-N1-(2,2,2-trifluoroethyl)butane-1,3-diamine (3.86 g, 21.0 mmol) was dissolved into THF (200 mL) and cooled in an ice bath. A THF (50 mL) solution of CbzOSu (5.22 g, 1 equiv, 21.0 mmol) was added to the reaction dropwise over 5 min. The reaction was left to stand in an ice chest for 16 h. The solvent was removed and the residue was taken up in a mixture of ethyl acetate (150 mL) and water (50 mL). The layers were separated and the organic layer washed with 1 M sodium carbonate (2×5... The yield is 68.4%. Reactants: C(=O)(OCC1=CC=CC=C1)ON1C(=O)CCC1=O (CbzOSu), CC(CCNCC(F)(F)F)(C)N (3-methyl-N1-(2,2,2-trifluoroethyl)butane-1,3-diamine), ice. The solvent is C1CCOC1 (THF), C1CCOC1 (THF).